Dataset: the Open Reaction Database (ORD), a public repository of structured organic reaction records. Task: describe an organic reaction: reactants, conditions, products, and yield The product is C(C=C)OC(=O)O[C@H](C)[C@@H]1[C@@H]2N(C(=C([C@@H]2C)CN2S(C=3C4=C(C2=O)C=CC=C4C=CC3)(=O)=O)C(=O)OCC=C)C1=O (allyl (1S,5R,6S)-6-[1(R)-allyloxycarbonyloxy-ethyl]-1-methyl-2-(1,1,3-trioxo-2,3-dihydro-naphtho[1,8-de][1,2]thiazin-2-ylmethyl)-carbapen-2-em-3-carboxylate). Isolated yield 58.2%. Procedure: A solution of allyl (1S,5R,6S)-6-[1(R)-allyloxycarbonyloxy-ethyl]-2-hydroxymethyl-1-methyl-carbapen-2-em-3-carboxylate (64.8 mg, 0.174 mmol), 1,1-dioxo-2,3-dihydro-naphtho[1,8de][1,2]thiazin-3-one (34.5 mg, 0.145 mmol), and triphenylphosphine (46 mg, 0.174 mmol) in anhydrous tetrahydrofuran (2 mL) was cooled in an ice bath and stirred under a nitrogen atmosphere. Diisopropyl azodicarboxylate (0.034 mL, 0.174 mmol) was added and the resulting mixture was stirred at 0-5° C for 10 minutes. The mixt... The solvent is O1CCCC1 (tetrahydrofuran). Starting materials: N(=NC(=O)OC(C)C)C(=O)OC(C)C (Diisopropyl azodicarboxylate), C(C=C)OC(=O)O[C@H](C)[C@@H]1[C@@H]2N(C(=C([C@@H]2C)CO)C(=O)OCC=C)C1=O (allyl (1S,5R,6S)-6-[1(R)-allyloxycarbonyloxy-ethyl]-2-hydroxymethyl-1-methyl-carbapen-2-em-3-carboxylate), O=S1(NC(C2=C3C1=CC=CC3=CC=C2)=O)=O (1,1-dioxo-2,3-dihydro-naphtho[1,8de][1,2]thiazin-3-one), C1(=CC=CC=C1)P(C1=CC=CC=C1)C1=CC=CC=C1 (triphenylphosphine). RXN SMILES: [CH2:1]([O:4][C:5]([O:7][C@@H:8]([C@H:10]1[C:25](=[O:26])[N:12]2[C:13]([C:19]([O:21][CH2:22][CH:23]=[CH2:24])=[O:20])=[C:14]([CH2:17]O)[C@H:15]([CH3:16])[C@H:11]12)[CH3:9])=[O:6])[CH:2]=[CH2:3].[O:27]=[S:28]1(=[O:42])[C:33]2=[CH:34][CH:35]=[CH:36][C:37]3=[CH:38][CH:39]=[CH:40][C:31](=[C:32]23)[C:30](=[O:41])[NH:29]1.C1(P(C2C=CC=CC=2)C2C=CC=CC=2)C=CC=CC=1.N(C(OC(C)C)=O)=NC(OC(C)C)=O>O1CCCC1>[CH2:1]([O:4][C:5]([O:7][C@@H:8]([C@H:10]1[C:25](=[O:26])[N:12]2[C:13]([C:19]([O:21][CH2:22][CH:23]=[CH2:24])=[O:20])=[C:14]([CH2:17][N:29]3[C:30](=[O:41])[C:31]4[CH:40]=[CH:39][CH:38]=[C:37]5[CH:36]=[CH:35][CH:34]=[C:33]([C:32]=45)[S:28]3(=[O:42])=[O:27])[C@H:15]([CH3:16])[C@H:11]12)[CH3:9])=[O:6])[CH:2]=[CH2:3]. Reactants: Cc1ccccc1, CC(C)O, O=c1c(Br)c(Br)cnn1CC(F)(F)F, [H-], [Na+]. Product: CC(C)Oc1c(Br)cnn(CC(F)(F)F)c1=O. As a reaction SMILES: [CH3:21][c:22]1[cH:23][cH:24][cH:25][cH:26][cH:27]1.[CH:15]([CH3:16])([CH3:17])[OH:18].[F:1][C:2]([CH2:3][n:4]1[n:5][cH:6][c:7]([Br:12])[c:8]([Br:11])[c:9]1=[O:10])([F:13])[F:14].[H-:19].[Na+:20]>>[F:1][C:2]([CH2:3][n:4]1[n:5][cH:6][c:7]([Br:12])[c:8]([O:18][CH:15]([CH3:16])[CH3:17])[c:9]1=[O:10])([F:13])[F:14]. Reactants: C1(=C(C=CC=C1)CC=1NC(C(=C(N1)C(=O)OC)O)=O)C1=CC=CC=C1 (methyl 2-(biphenyl-2-ylmethyl)-5-hydroxy-6-oxo-1,6-dihydropyrimidine-4-carboxylate), N1CCCC1 (pyrrolidine). The product is C1(=C(C=CC=C1)CC1=NC(=C(C(N1)=O)O)C(=O)N1CCCC1)C1=CC=CC=C1 (2-biphenyl-2-ylmethyl-5-hydroxy-6-(pyrrolidine-1-carbonyl)-3H-pyrimidin-4-one). The yield is 52.7%. As a reaction SMILES: [C:1]1([C:20]2[CH:25]=[CH:24][CH:23]=[CH:22][CH:21]=2)[CH:6]=[CH:5][CH:4]=[CH:3][C:2]=1[CH2:7][C:8]1[NH:9][C:10](=[O:19])[C:11]([OH:18])=[C:12]([C:14](OC)=[O:15])[N:13]=1.[NH:26]1[CH2:30][CH2:29][CH2:28][CH2:27]1>>[C:1]1([C:20]2[CH:25]=[CH:24][CH:23]=[CH:22][CH:21]=2)[CH:6]=[CH:5][CH:4]=[CH:3][C:2]=1[CH2:7][C:8]1[NH:9][C:10](=[O:19])[C:11]([OH:18])=[C:12]([C:14]([N:26]2[CH2:30][CH2:29][CH2:28][CH2:27]2)=[O:15])[N:13]=1. Procedure details: The synthesis was performed as in Example 21 using methyl 2-(biphenyl-2-ylmethyl)-5-hydroxy-6-oxo-1,6-dihydropyrimidine-4-carboxylate (0.10 g, 298 μmol) and pyrrolidine (0.5 ml; 6.06 mmol) to provide the title compound as an off-white solid (0.059 g; 54%). LCMS: m/z=412 (MH+). LCMS: m/z=375 (MH+). Starting materials: ClC=1N=NC(=CC1)Cl (3,6-dichloropyridazine), O.O.C1(=CC=CC=C1)S(=O)[O-].[Na+] (sodium benzenesulfinate dihydrate), Cl (hydrochloric acid), [OH-].[Na+] (sodium hydroxide). The reagents and catalysts are [Cl-].C(C1=CC=CC=C1)[N+](C)(C)C (benzyltrimethylammonium chloride). Solvent: O1CCOCC1 (1,4-dioxane). Reaction conditions: temperature 100 celsius, time 3 hour. Product: C1(=CC=CC=C1)S(=O)(=O)C=1C=CC(NN1)=O (6-phenylsulfonyl-3-oxo-2,3-dihydropyridazine). Isolated yield 69.0%. As a reaction SMILES: Cl[C:2]1[N:3]=[N:4][C:5](Cl)=[CH:6][CH:7]=1.[OH2:9].O.[C:11]1([S:17]([O-:19])=[O:18])[CH:16]=[CH:15][CH:14]=[CH:13][CH:12]=1.[Na+].[OH-].[Na+].Cl>[Cl-].C([N+](C)(C)C)C1C=CC=CC=1.O1CCOCC1>[C:11]1([S:17]([C:2]2[CH:7]=[CH:6][C:5](=[O:9])[NH:4][N:3]=2)(=[O:19])=[O:18])[CH:16]=[CH:15][CH:14]=[CH:13][CH:12]=1 |f:1.2.3.4,5.6,8.9|. Procedure: A mixture of 3,6-dichloropyridazine (50 g), sodium benzenesulfinate dihydrate (100 g), benzyltrimethylammonium chloride (62.3 g), and 1,4-dioxane (335 ml) was stirred for 3 hours at 100° C. After being cooled to room temperature, aqueous solution of sodium hydroxide (510 ml) was added to the mixture, and the mixture was stirred for 0.5 hour at 100° C. The reaction mixture was cooled in a water bath and acidified with 36% hydrochloric acid (35 ml). The precipitate formed was collected, washed wel... The reactants are CCCC[Sn](CCCC)(CCCC)c1cnccn1, Cc1cc(-c2cccc(C(F)(F)F)c2)c(Cl)nc1C(=O)N1CCC(N2CCCC2)CC1, CN(C)C=O, [Pd], c1ccc(P(c2ccccc2)c2ccccc2)cc1, c1ccc(P(c2ccccc2)c2ccccc2)cc1, c1ccc(P(c2ccccc2)c2ccccc2)cc1, c1ccc(P(c2ccccc2)c2ccccc2)cc1. Product: Cc1cc(-c2cccc(C(F)(F)F)c2)c(-c2cnccn2)nc1C(=O)N1CCC(N2CCCC2)CC1. RXN SMILES: [CH2:32]([Sn:33]([CH2:34][CH2:35][CH2:36][CH3:43])([c:37]1[n:38][cH:39][cH:40][n:41][cH:42]1)[CH2:44][CH2:45][CH2:46][CH3:47])[CH2:48][CH2:49][CH3:50].[Cl:1][c:2]1[c:3](-[c:22]2[cH:23][c:24]([C:28]([F:29])([F:30])[F:31])[cH:25][cH:26][cH:27]2)[cH:4][c:5]([CH3:21])[c:6]([C:8](=[O:9])[N:10]2[CH2:11][CH2:12][CH:13]([N:16]3[CH2:17][CH2:18][CH2:19][CH2:20]3)[CH2:14][CH2:15]2)[n:7]1.[O:51]=[CH:52][N:53]([CH3:54])[CH3:55].[Pd:56].[c:114]1([P:115]([c:116]2[cH:117][cH:118][cH:119][cH:120][cH:121]2)[c:122]2[cH:123][cH:124][cH:125][cH:126][cH:127]2)[cH:128][cH:129][cH:130][cH:131][cH:132]1.[c:57]1([P:58]([c:59]2[cH:60][cH:61][cH:62][cH:63][cH:64]2)[c:65]2[cH:66][cH:67][cH:68][cH:69][cH:70]2)[cH:71][cH:72][cH:73][cH:74][cH:75]1.[c:76]1([P:77]([c:78]2[cH:79][cH:80][cH:81][cH:82][cH:83]2)[c:84]2[cH:85][cH:86][cH:87][cH:88][cH:89]2)[cH:90][cH:91][cH:92][cH:93][cH:94]1.[c:95]1([P:96]([c:97]2[cH:98][cH:99][cH:100][cH:101][cH:102]2)[c:103]2[cH:104][cH:105][cH:106][cH:107][cH:108]2)[cH:109][cH:110][cH:111][cH:112][cH:113]1>>[c:2]1(-[c:37]2[n:38][cH:39][cH:40][n:41][cH:42]2)[c:3](-[c:22]2[cH:23][c:24]([C:28]([F:29])([F:30])[F:31])[cH:25][cH:26][cH:27]2)[cH:4][c:5]([CH3:21])[c:6]([C:8](=[O:9])[N:10]2[CH2:11][CH2:12][CH:13]([N:16]3[CH2:17][CH2:18][CH2:19][CH2:20]3)[CH2:14][CH2:15]2)[n:7]1. The reactants are C(C)(C)(C)OC(=O)N1CCN(CC1)CC1=CC2=C(N=C(N=C2N2CCOCC2)Cl)S1 (4-(2-Chloro-4-morpholin-4-yl-thieno[2,3-d]pyrimidine-6-ylmethyl)-piperazine-1-carboxylic acid tert-butyl ester), Cl (hydrogen chloride). Solvent: C(C)OCC (diethyl ether). Product: ClC=1N=C(C2=C(N1)SC(=C2)CN2CCNCC2)N2CCOCC2 (2-chloro-4-morpholin-4-yl-6-piperazin-1-ylmethyl-thieno[2,3-d]pyrimidine). The yield is 71.7%. Reaction SMILES: C(OC([N:8]1[CH2:13][CH2:12][N:11]([CH2:14][C:15]2[S:30][C:18]3[N:19]=[C:20]([Cl:29])[N:21]=[C:22]([N:23]4[CH2:28][CH2:27][O:26][CH2:25][CH2:24]4)[C:17]=3[CH:16]=2)[CH2:10][CH2:9]1)=O)(C)(C)C.Cl>C(OCC)C>[Cl:29][C:20]1[N:21]=[C:22]([N:23]2[CH2:24][CH2:25][O:26][CH2:27][CH2:28]2)[C:17]2[CH:16]=[C:15]([CH2:14][N:11]3[CH2:12][CH2:13][NH:8][CH2:9][CH2:10]3)[S:30][C:18]=2[N:19]=1. Reported procedure: 4-(2-Chloro-4-morpholin-4-yl-thieno[2,3-d]pyrimidine-6-ylmethyl)-piperazine-1-carboxylic acid tert-butyl ester (1.61 g) was treated with an excess of hydrogen chloride in diethyl ether at room temperature overnight. Removal of volatiles and basification with aqueous sodium hydrogen chloride afforded 2-chloro-4-morpholin-4-yl-6-piperazin-1-ylmethyl-thieno[2,3-d]pyrimidine (0.90 g). Starting materials: C(CCCCCCCCCCCCCCCCC)N(CCCCCCCCCCCCCCCCCC)CCCCCCCCCCCCCCCCCC (trioctadecylamine), C(CCCCCCCCCCC)I (C12H25I). Run in CC(CC)=O (butanone). Reaction conditions: time 4 day. Product: [I-].C(CCCCCCCCCCC)[N+](CCCCCCCCCCCCCCCCCC)(CCCCCCCCCCCCCCCCCC)CCCCCCCCCCCCCCCCCC (N-dodecyl-N,N,N-trioctadecylammonium iodide), white solid. The yield is 44.0%. Reaction SMILES: [CH2:1]([N:19]([CH2:38][CH2:39][CH2:40][CH2:41][CH2:42][CH2:43][CH2:44][CH2:45][CH2:46][CH2:47][CH2:48][CH2:49][CH2:50][CH2:51][CH2:52][CH2:53][CH2:54][CH3:55])[CH2:20][CH2:21][CH2:22][CH2:23][CH2:24][CH2:25][CH2:26][CH2:27][CH2:28][CH2:29][CH2:30][CH2:31][CH2:32][CH2:33][CH2:34][CH2:35][CH2:36][CH3:37])[CH2:2][CH2:3][CH2:4][CH2:5][CH2:6][CH2:7][CH2:8][CH2:9][CH2:10][CH2:11][CH2:12][CH2:13][CH2:14][CH2:15][CH2:16][CH2:17][CH3:18].[CH2:56]([I:68])[CH2:57][CH2:58][CH2:59][CH2:60][CH2:61][CH2:62][CH2:63][CH2:64][CH2:65][CH2:66][CH3:67]>CC(=O)CC>[I-:68].[CH2:67]([N+:19]([CH2:1][CH2:2][CH2:3][CH2:4][CH2:5][CH2:6][CH2:7][CH2:8][CH2:9][CH2:10][CH2:11][CH2:12][CH2:13][CH2:14][CH2:15][CH2:16][CH2:17][CH3:18])([CH2:20][CH2:21][CH2:22][CH2:23][CH2:24][CH2:25][CH2:26][CH2:27][CH2:28][CH2:29][CH2:30][CH2:31][CH2:32][CH2:33][CH2:34][CH2:35][CH2:36][CH3:37])[CH2:38][CH2:39][CH2:40][CH2:41][CH2:42][CH2:43][CH2:44][CH2:45][CH2:46][CH2:47][CH2:48][CH2:49][CH2:50][CH2:51][CH2:52][CH2:53][CH2:54][CH3:55])[CH2:66][CH2:65][CH2:64][CH2:63][CH2:62][CH2:61][CH2:60][CH2:59][CH2:58][CH2:57][CH3:56] |f:3.4|. Reported procedure: N-dodecyl-N,N,N-trioctadecylammonium iodide is prepared according to the following process. 0.14 g (0.18 mmol) trioctadecylamine, 0.20 ml (0.8 mmol) C12H25I (99%, Aldrich), and 4 ml butanone (ACS, Baker) are placed into a dry nitrogen atmosphere with stirring for 4 days. 85 mg (44%) white solid, mp 93°-94° C., is obtained after the solvent is evaporated, and the residue is recrystallized twice in ethanol (anhydrous). IR(KBr) 2920, 2857 (C-H stretching, vvs), 1473, 1381 (C-H bending, w) cm-1. 1HN...